From a dataset of the Open Reaction Database (ORD), a public repository of structured organic reaction records. describe an organic reaction: reactants, conditions, products, and yield Starting materials: Compound I, OC1CC(OC(CC2N(C2CCCC(C(C(C(C1(C)C)=O)C)O)C)CCO)C(=CC=1N=C(SC1)C)C)=O (7,11-Dihydroxy-17-[2-hydroxyethyl]-8,8,10,12-tetramethyl-3-[1-methyl-2-(2-methyl-4-thiazolyl)ethenyl]-4-oxa-17-azabicyclo[14.1.0]heptadecane-5,9-dione), OC1CC(OC(CC2N(C2CCCC(C(C(C(C1(C)C)=O)C)O)C)CCO)C(=CC=1N=C(SC1)C)C)=O (7,11-Dihydroxy-17-[2-hydroxyethyl]-8,8,10,12-tetramethyl-3-[1-methyl-2-(2-methyl-4-thiazolyl)ethenyl]-4-oxa-17-azabicyclo[14.1.0]heptadecane-5,9-dione), C(ON1N=NC2=C1C=CC=C2)(OCCSSC2=NC=CC=C2)=O (benzo[d][1,2,3]triazol-1-yl 2-(2-(pyridin-2-yl)disulfanyl)ethyl carbonate). Reagents/catalysts: CN(C)C=1C=CN=CC1 (DMAP), CN(C)C=1C=CN=CC1 (DMAP). The solvent is ClCCl (dichloromethane). Reaction conditions: temperature 0 celsius, time 10 minute. Yields the product C(OCCN1[C@@H]2CCC[C@@H]([C@@H]([C@H](C(C([C@H](CC(O[C@@H](C[C@H]12)/C(=C/C=1N=C(SC1)C)/C)=O)O)(C)C)=O)C)O)C)(OCCSSC1=NC=CC=C1)=O (2-((1S,3S,7S,10R,11S,12S,16R)-7,11-dihydroxy-8,8,10,12-tetramethyl-3-((E)-1-(2-methylthiazol-4-yl)prop-1-en-2-yl)-5,9-dioxo-4-oxa-17-aza-bicyclo[14.1.0]heptadecan-17-yl)ethyl 2-(2-(pyridin-2-yl)disulfanyl)ethyl carbonate). RXN SMILES: [OH:1][CH:2]1[C:18]([CH3:20])([CH3:19])[C:17](=[O:21])[CH:16]([CH3:22])[CH:15]([OH:23])[CH:14]([CH3:24])[CH2:13][CH2:12][CH2:11][CH:10]2[CH:8]([N:9]2[CH2:25][CH2:26][OH:27])[CH2:7][CH:6]([C:28]([CH3:36])=[CH:29][C:30]2[N:31]=[C:32]([CH3:35])[S:33][CH:34]=2)[O:5][C:4](=[O:37])[CH2:3]1.[C:38](=O)([O:49][CH2:50][CH2:51][S:52][S:53][C:54]1[CH:59]=[CH:58][CH:57]=[CH:56][N:55]=1)[O:39]N1C2C=CC=CC=2N=N1>ClCCl.CN(C1C=CN=CC=1)C>[C:38](=[O:39])([O:49][CH2:50][CH2:51][S:52][S:53][C:54]1[CH:59]=[CH:58][CH:57]=[CH:56][N:55]=1)[O:27][CH2:26][CH2:25][N:9]1[C@@H:8]2[C@H:10]1[CH2:11][CH2:12][CH2:13][C@H:14]([CH3:24])[C@H:15]([OH:23])[C@@H:16]([CH3:22])[C:17](=[O:21])[C:18]([CH3:19])([CH3:20])[C@@H:2]([OH:1])[CH2:3][C:4](=[O:37])[O:5][C@H:6](/[C:28](/[CH3:36])=[CH:29]/[C:30]1[N:31]=[C:32]([CH3:35])[S:33][CH:34]=1)[CH2:7]2. Procedure details: To a solution of [1S-[1R*,3R*(E),7R*,10S*,11R*,12R*,16S*]]-7,11-Dihydroxy-17-[2-hydroxyethyl]-8,8,10,12-tetramethyl-3-[1-methyl-2-(2-methyl-4-thiazolyl)ethenyl]-4-oxa-17-azabicyclo[14.1.0]heptadecane-5,9-dione in anhydrous dichloromethane at 0° C. was added DMAP (1.2 eq.) and benzo[d][1,2,3]triazol-1-yl 2-(2-(pyridin-2-yl)disulfanyl)ethyl carbonate (1.0 eq.) in tandem. The reaction mixture was stirred at 0° C. under argon and monitored by TLC every 10 min. Additional DMAP (1.2 eq.) and Compound ...